This data is from the Open Reaction Database (ORD), a public repository of structured organic reaction records. The task is: describe an organic reaction: reactants, conditions, products, and yield Reactants: CN(C)C=O (DMF), O=C1NC(CCC1N1C(C2=CC=CC(=C2C1=O)NCC(=O)O)=O)=O ([2-(2,6-dioxopiperidin-3-yl)-1,3-dioxo-2,3-dihydro-1H-isoindol-4-ylamino]acetic acid), CNC (dimethylamine), C=1C=CC2=C(C1)N=NN2O (HOBt), C1CCC2=NCCCN2CC1 (DBU). Solvent: C(C)O (ethanol), C(Cl)Cl (CH2Cl2). Reaction conditions: time 8 hour. Product: O=C1NC(CCC1N1C(C2=CC=CC(=C2C1=O)NCC(=O)NC)=O)=O (2-[2-(2,6-DIOXOPIPERIDIN-3-YL)-1,3-DIOXO-2,3-DIHYDRO-1H-ISOINDOL-4-YLAMINO]-N-METHYLACETAMIDE). Isolated yield 73.0%. RXN SMILES: [O:1]=[C:2]1[CH:7]([N:8]2[C:16](=[O:17])C3C(=CC=CC=3NCC(O)=O)[C:9]2=[O:23])[CH2:6][CH2:5][C:4](=[O:24])[NH:3]1.[CH:25]1[CH:26]=[CH:27][C:28]2N(O)N=[N:31][C:29]=2[CH:30]=1.C1CCN2[C:38](=[N:39][CH2:40]CC2)[CH2:37]C1.CNC.CN(C=[O:53])C>C(Cl)Cl.C(O)C>[O:1]=[C:2]1[CH:7]([N:8]2[C:9](=[O:23])[C:28]3[C:27](=[CH:26][CH:25]=[CH:30][C:29]=3[NH:31][CH2:37][C:38]([NH:39][CH3:40])=[O:53])[C:16]2=[O:17])[CH2:6][CH2:5][C:4](=[O:24])[NH:3]1. Procedure details: To a stirred solution of [2-(2,6-dioxopiperidin-3-yl)-1,3-dioxo-2,3-dihydro-1H-isoindol-4-ylamino]acetic acid (0.73 g, 2.2 mmol) in DMF (20 mL), were successively added HOBt (0.32 g, 2.4 mmol), DBU (0.38 g, 2.5 mmol), dimethylamine (90 mg, 2 mmol) and EDC-Cl (0.58 g, 3.0 mmol). The solution was stirred overnight at room temperature. The solvent was evaporated in vacuo, giving a yellow oil. The oil was dissolved in CH2Cl2 (200 mL), washed with water (3×100 mL) and brine (100 mL), and dried (MgSO4... Reactants: CC#N, CI, [K+], [K+], O=C([O-])[O-], O, O=C(O)CCc1c[nH]c2ccccc12. Product: COC(=O)CCc1c[nH]c2ccccc12. Reaction SMILES: [CH3:24][C:25]#[N:26].[I:21][CH3:22].[K+:15].[K+:16].[O-:17][C:18]([O-:19])=[O:20].[OH2:23].[nH:1]1[cH:2][c:3]([CH2:10][CH2:11][C:12](=[O:13])[OH:14])[c:4]2[cH:5][cH:6][cH:7][cH:8][c:9]12>>[nH:1]1[cH:2][c:3]([CH2:10][CH2:11][C:12](=[O:13])[O:14][CH3:18])[c:4]2[cH:5][cH:6][cH:7][cH:8][c:9]12. Starting materials: [N+](=O)([O-])C=1C(=CC(=NC1)NC(C(C)(C)C)=O)C (5-nitro-4-methyl-2-trimethylacetylaminopyridine). Run in C(C)(=O)O (acetic acid). Product: NC=1C(=CC(=NC1)NC(C(C)(C)C)=O)C (5-Amino-4-methyl-2-(trimethylacetyl)aminopyridine). RXN SMILES: [N+:1]([C:4]1[C:5]([CH3:17])=[CH:6][C:7]([NH:10][C:11](=[O:16])[C:12]([CH3:15])([CH3:14])[CH3:13])=[N:8][CH:9]=1)([O-])=O>C(O)(=O)C>[NH2:1][C:4]1[C:5]([CH3:17])=[CH:6][C:7]([NH:10][C:11](=[O:16])[C:12]([CH3:13])([CH3:14])[CH3:15])=[N:8][CH:9]=1. Procedure: A solution of 5-nitro-4-methyl-2-trimethylacetylaminopyridine (4.5 g, 18.97 mmol) in 50 mL of acetic acid containing 10% palladium/carbon was hydrogenated at atmospheric pressure for 48 h. The catalyst was removed by filtration and the filtrate was concentrated. The residue was coevaporated with toluene to give the title compound. Reactants: C(C)(CC)[Li] (sec-butyllithium), ClC1=CC(=C(C=C1)F)OC (4-chloro-1-fluoro-2-methoxybenzene), CSSC (dimethyl disulfide). Run in C1CCOC1 (THF). Conditions: temperature -78 celsius, time 30 minute. The product is ClC=1C=C(C(=C(C1)OC)F)SC (5-Chloro-2-fluoro-1-methoxy-3-(methylsulfanyl)benzene). Reaction SMILES: [Cl:1][C:2]1[CH:7]=[CH:6][C:5]([F:8])=[C:4]([O:9][CH3:10])[CH:3]=1.C([Li])(CC)C.[CH3:16][S:17]SC>C1COCC1>[Cl:1][C:2]1[CH:7]=[C:6]([S:17][CH3:16])[C:5]([F:8])=[C:4]([O:9][CH3:10])[CH:3]=1. Procedure details: To a mixture of 4-chloro-1-fluoro-2-methoxybenzene (2.0 g) and THF (dry) (100 mL) was added sec-butyllithium (1.04 mol/L cyclohexane solution, 23.95 mL) dropwise over a period of 45 min at −78° C. After stirring at −78° C. for 30 min, to the mixture was added dimethyl disulfide (2.468 mL) at the same temperature. The mixture was stirred at −78° C. for 1.5 h under argon atmosphere. The mixture was quenched with saturated aqueous NH4Cl at −78° C. and extracted with EtOAc. The organic layer was was...